From a dataset of the Open Reaction Database (ORD), a public repository of structured organic reaction records. describe an organic reaction: reactants, conditions, products, and yield Starting materials: BrCc1cccc(Oc2ccc(Br)cc2)c1, C1CCOC1, CCOc1ccc(C(CO)C(F)(F)F)cc1, [H-], [Na+], O. The product is CCOc1ccc(C(COCc2cccc(Oc3ccc(Br)cc3)c2)C(F)(F)F)cc1. RXN SMILES: [Br:19][c:20]1[cH:21][cH:22][c:23]([O:24][c:25]2[cH:26][c:27]([CH2:28][Br:29])[cH:30][cH:31][cH:32]2)[cH:33][cH:34]1.[CH2:36]1[O:37][CH2:38][CH2:39][CH2:40]1.[CH2:3]([CH3:4])[O:5][c:6]1[cH:7][cH:8][c:9]([CH:12]([CH2:13][OH:14])[C:15]([F:16])([F:17])[F:18])[cH:10][cH:11]1.[H-:1].[Na+:2].[OH2:35]>>[CH2:3]([CH3:4])[O:5][c:6]1[cH:7][cH:8][c:9]([CH:12]([CH2:13][O:14][CH2:28][c:27]2[cH:26][c:25]([O:24][c:23]3[cH:22][cH:21][c:20]([Br:19])[cH:34][cH:33]3)[cH:32][cH:31][cH:30]2)[C:15]([F:16])([F:17])[F:18])[cH:10][cH:11]1. Starting materials: N1C(=CC2=CC=CC=C12)C=O (1H-indole-2-carbaldehyde), ( 1 ), N1C(=CC2=CC=CC=C12)C(=O)OCC (ethyl 1H-indole-2-carboxylate), ( 12 ), [H-].[H-].[H-].[H-].[Li+].[Al+3] (LAH). Solvent: C1CCOC1 (THF). Reaction SMILES: [NH:1]1[C:9]2[C:4](=[CH:5][CH:6]=[CH:7][CH:8]=2)[CH:3]=[C:2]1[CH:10]=[O:11].N1C2C(=CC=CC=2)C=C1C(OCC)=O.[H-].[H-].[H-].[H-].[Li+].[Al+3]>C1COCC1>[NH:1]1[C:9]2[C:4](=[CH:5][CH:6]=[CH:7][CH:8]=2)[CH:3]=[C:2]1[CH2:10][OH:11] |f:2.3.4.5.6.7|. Reported procedure: 1H-indole-2-carbaldehyde derivatives (1) may be prepared by reduction of commercially available or well known ethyl 1H-indole-2-carboxylate derivatives (12) with a reducing agent such as LAH in an aprotic solvent such as THF to give the corresponding (1H-indol-2-yl)methanol derivative (13). Oxidation with an oxidizing agent such as active manganese dioxide in an aprotic solvent such as DCM gives the desired 1H-indole-2-carbaldehyde derivatives (1). The product is N1C(=CC2=CC=CC=C12)CO ((1H-indol-2-yl)methanol). Reactants: C1(=CC=CC=C1)P(C=1C=CC=C2C=CC(NC12)C)C1=CC=CC=C1 (8-Diphenylphosphino-2-methyl-1,2-dihydroquinoline), OO (H2O2), [O-]S(=O)[O-].[Na+].[Na+] (Na2SO3). The solvent is C(Cl)Cl (CH2Cl2). Run at time 1 hour. The product is C1(=CC=CC=C1)P(=O)(C=1C=CC=C2C=CC(NC12)C)C1=CC=CC=C1 (8-Diphenylphosphinoyl-2-methyl-1,2-dihydroquinoline). As a reaction SMILES: [C:1]1([P:7]([C:19]2[CH:24]=[CH:23][CH:22]=[CH:21][CH:20]=2)[C:8]2[CH:9]=[CH:10][CH:11]=[C:12]3[C:17]=2[NH:16][CH:15]([CH3:18])[CH:14]=[CH:13]3)[CH:6]=[CH:5][CH:4]=[CH:3][CH:2]=1.OO.[O-:27]S([O-])=O.[Na+].[Na+]>C(Cl)Cl>[C:19]1([P:7]([C:1]2[CH:2]=[CH:3][CH:4]=[CH:5][CH:6]=2)([C:8]2[CH:9]=[CH:10][CH:11]=[C:12]3[C:17]=2[NH:16][CH:15]([CH3:18])[CH:14]=[CH:13]3)=[O:27])[CH:20]=[CH:21][CH:22]=[CH:23][CH:24]=1 |f:2.3.4|. Procedure: To a solution of 8-diphenylphosphino-2-methyl-1,2-dihydroquinoline (2) (10.5 g, 32 mmol) in CH2Cl2 (100 mL) was added H2O2 (6.6 mL, 30% w/w in H2O, 63.9 mmol) at 0° C. and the solution was stirred at room temperature for 1 hour. The solution was then cooled to 0° C., saturated aqueous Na2SO3 solution (10 mL) was added and the mixture was warmed to room temperature. Products were extracted with EtOAc, washed with water and saturated aqueous NaCl, dried (MgSO4) and evaporated to give 5 as a yellow...